This data is from the Open Reaction Database (ORD), a public repository of structured organic reaction records. The task is: describe an organic reaction: reactants, conditions, products, and yield The reactants are ONC(C1=C2C=CN=C(C2=CC=C1)CCCC(=O)OCC)=N (Ethyl 4-{5-[(hydroxyamino)(imino)methyl]-1-isoquinolinyl}butanoate), Cl.C(C)N=C=NCCCN(C)C (1-Ethyl-3-(3-dimethylaminopropyl) carbodiimide hydrochloride), OC1=CC=CC=2NN=NC21 (hydroxybenzotriazole), ClC=1C=C(C=NC1OC(C)C)C(=O)O (5-chloro-6-[(1-methylethyl)oxy]-3-pyridinecarboxylic acid), [F-].C(CCC)[N+](CCCC)(CCCC)CCCC (Tetra-n-butylammonium fluoride). Run in C1CCOC1 (THF). Run at time 30 minute. The product is ClC=1C=C(C=NC1OC(C)C)C1=NC(=NO1)C1=C2C=CN=C(C2=CC=C1)CCCC(=O)OCC (Ethyl 4-[5-(5-{5-chloro-6-[(1-methylethyl)oxy]-3-pyridinyl}-1,2,4-oxadiazol-3-yl)-1-isoquinolinyl]butanoate). The yield is 37.6%. RXN SMILES: Cl.C(N=C=NCCCN(C)C)C.OC1C2N=NNC=2C=CC=1.[Cl:23][C:24]1[CH:25]=[C:26]([C:34]([OH:36])=O)[CH:27]=[N:28][C:29]=1[O:30][CH:31]([CH3:33])[CH3:32].O[NH:38][C:39](=[NH:58])[C:40]1[CH:49]=[CH:48][CH:47]=[C:46]2[C:41]=1[CH:42]=[CH:43][N:44]=[C:45]2[CH2:50][CH2:51][CH2:52][C:53]([O:55][CH2:56][CH3:57])=[O:54].[F-].C([N+](CCCC)(CCCC)CCCC)CCC>C1COCC1>[Cl:23][C:24]1[CH:25]=[C:26]([C:34]2[O:36][N:58]=[C:39]([C:40]3[CH:49]=[CH:48][CH:47]=[C:46]4[C:41]=3[CH:42]=[CH:43][N:44]=[C:45]4[CH2:50][CH2:51][CH2:52][C:53]([O:55][CH2:56][CH3:57])=[O:54])[N:38]=2)[CH:27]=[N:28][C:29]=1[O:30][CH:31]([CH3:32])[CH3:33] |f:0.1,5.6|. Procedure: 1-Ethyl-3-(3-dimethylaminopropyl) carbodiimide hydrochloride (EDCI; 0.77 g) and hydroxybenzotriazole (HOBt; 0.54 g) were added sequentially to a solution of 5-chloro-6-[(1-methylethyl)oxy]-3-pyridinecarboxylic acid (WO 2008128951; 0.43 g) in THF (20 mL) at room temperature and the resulting solution was stirred for 30 minutes. Ethyl 4-{5-[(hydroxyamino)(imino)methyl]-1-isoquinolinyl}butanoate (D43; 0.6 g) was added and the resulting suspension was stirred at room temperature for 1 hour. Tetra-n-... The reactants are CCOC(=O)c1nn(Cc2ccc(OC)cc2)cc1[N+](=O)[O-], CO, [Na+], [OH-]. Product: COc1ccc(Cn2cc([N+](=O)[O-])c(C(=O)O)n2)cc1. As a reaction SMILES: [CH2:1]([CH3:2])[O:3][C:4](=[O:5])[c:6]1[n:7][n:8]([CH2:14][c:15]2[cH:16][cH:17][c:18]([O:21][CH3:22])[cH:19][cH:20]2)[cH:9][c:10]1[N+:11](=[O:12])[O-:13].[CH3:25][OH:26].[Na+:24].[OH-:23]>>[O:3]=[C:4]([OH:5])[c:6]1[n:7][n:8]([CH2:14][c:15]2[cH:16][cH:17][c:18]([O:21][CH3:22])[cH:19][cH:20]2)[cH:9][c:10]1[N+:11](=[O:12])[O-:13]. Reactants: C1=CCCCC1 (Cyclohexene), FCC(CC=C)NC(OC)=O (methyl 1-(fluoromethyl)-3-butenylcarbamate), OO (hydrogen peroxide), [OH-].[Na+] (sodium hydroxide). The solvent is O (water), C(C)(=O)OCC (ethyl acetate), O1CCCC1 (tetrahydrofuran), CCOCC (ether). The product is FCC(CCCO)NC(OC)=O (METHYL 1-(FLUOROMETHYL)-4-HYDROXYBUTYLCARBAMATE). RXN SMILES: C1CCCCC=1.[F:7][CH2:8][CH:9]([NH:13][C:14](=[O:17])[O:15][CH3:16])[CH2:10][CH:11]=[CH2:12].[OH-:18].[Na+].OO>CCOCC.O.C(OCC)(=O)C.O1CCCC1>[F:7][CH2:8][CH:9]([NH:13][C:14](=[O:17])[O:15][CH3:16])[CH2:10][CH2:11][CH2:12][OH:18] |f:2.3|. Procedure: Seven ml of tetrahydrofuran were placed in a dried, argon-flushed 50 ml flask equipped with a septum, an argon inlet, and a spin bar and 7.0 ml of a 1M solution of borane in tetrahydrofuran was added. Cyclohexene (1.4 ml, 13.8 mmol) was added with stirring and cooling with an ice bath. The bath was removed and the mixture allowed to warm and stir overnight during which time a white precipitate formed. A solution of 1.00 g of methyl 1-(fluoromethyl)-3-butenylcarbamate (6.20 mmol) dissolved in 2.0... Starting materials: O (Water), S(O)(O)(=O)=O (Sulfuric acid), ClC1=C(C(=O)O)C=C(C=C1)Cl (2,5-dichlorobenzoic acid). Reagents/catalysts: [Cu] (copper), [Cu] (copper). The solvent is C1(=CC=CC=C1)C (toluene). Yields the product ClC=1C=C(C(=O)O)C=CC1 (3-chlorobenzoic acid). Isolated yield 85.1%. Reaction SMILES: Cl[C:2]1[CH:10]=[CH:9][C:8]([Cl:11])=[CH:7][C:3]=1[C:4]([OH:6])=[O:5].S(=O)(=O)(O)O.O>[Cu].C1(C)C=CC=CC=1>[Cl:11][C:8]1[CH:7]=[C:3]([CH:2]=[CH:10][CH:9]=1)[C:4]([OH:6])=[O:5]. Reported procedure: A 100-mL round-bottom flask was equipped with a magnetic stir bar, reflux condenser, thermometer, nitrogen inlet, and heating mantle attached to a temperature controller. The flask was charged with 2,5-dichlorobenzoic acid (5.0 g, 26.2 mmol) and copper powder (5.0 g, 78.5 mmol). Sulfuric acid (98%; 35 mL) was added, and the resulting mixture was heated to 130°-135° C. Additional copper (0.83 g, 13.1 mmol) was added after 1 hour in order to complete the delhalogenation. The reaction was monitored... Starting materials: [Al+3], CCC(CC)C(=O)Cl, COc1ccc2occ(C)c2c1, [Cl-], [Cl-], [Cl-], C[N+](=O)[O-], O. Yields the product CCC(CC)C(=O)c1oc2ccc(OC)cc2c1C. Reaction SMILES: [Al+3:26].[CH2:13]([CH3:14])[CH:15]([C:16](=[O:17])[Cl:18])[CH2:19][CH3:20].[CH3:1][O:2][c:3]1[cH:4][cH:5][c:6]2[c:7]([c:8]([CH3:11])[cH:9][o:10]2)[cH:12]1.[Cl-:25].[Cl-:27].[Cl-:28].[N+:21]([CH3:22])([O-:23])=[O:24].[OH2:29]>>[CH3:1][O:2][c:3]1[cH:4][cH:5][c:6]2[c:7]([c:8]([CH3:11])[c:9]([C:16]([CH:15]([CH2:13][CH3:14])[CH2:19][CH3:20])=[O:17])[o:10]2)[cH:12]1. The reactants are Cc1nocc1C(=O)N1CCN2C(=O)c3ccc(CO)n3CC12c1ccc(Cl)cc1, ClCCl, O=[Mn]=O. Yields the product Cc1nocc1C(=O)N1CCN2C(=O)c3ccc(C=O)n3CC12c1ccc(Cl)cc1. As a reaction SMILES: [Cl:1][c:2]1[cH:3][cH:4][c:5]([C:8]23[N:9]([C:10](=[O:19])[c:11]4[n:12]([c:14]([CH2:17][OH:18])[cH:15][cH:16]4)[CH2:13]2)[CH2:20][CH2:21][N:22]3[C:23](=[O:24])[c:25]2[c:26]([CH3:30])[n:27][o:28][cH:29]2)[cH:6][cH:7]1.[Cl:31][CH2:32][Cl:33].[O:34]=[Mn:35]=[O:36]>>[Cl:1][c:2]1[cH:3][cH:4][c:5]([C:8]23[N:9]([C:10](=[O:19])[c:11]4[n:12]([c:14]([CH:17]=[O:18])[cH:15][cH:16]4)[CH2:13]2)[CH2:20][CH2:21][N:22]3[C:23](=[O:24])[c:25]2[c:26]([CH3:30])[n:27][o:28][cH:29]2)[cH:6][cH:7]1. Starting materials: BrCc1ccccc1, O=C([O-])[O-], CN(C)C=O, [Cs+], [Cs+], Oc1cnnc2ccc(I)cc12. Product: Ic1ccc2nncc(OCc3ccccc3)c2c1. RXN SMILES: [Br:13][CH2:14][c:15]1[cH:16][cH:17][cH:18][cH:19][cH:20]1.[C:21](=[O:22])([O-:23])[O-:24].[CH3:27][N:28]([CH3:29])[CH:30]=[O:31].[Cs+:25].[Cs+:26].[I:1][c:2]1[cH:3][c:4]2[c:5]([OH:12])[cH:6][n:7][n:8][c:9]2[cH:10][cH:11]1>>[I:1][c:2]1[cH:3][c:4]2[c:5]([O:12][CH2:14][c:15]3[cH:16][cH:17][cH:18][cH:19][cH:20]3)[cH:6][n:7][n:8][c:9]2[cH:10][cH:11]1. Reactants: ICC(=O)OC(CC)C1=C(C(N2CC=3C(=NC4=CC=CC=C4C3)C2=C1)=O)C ((±)-7-[1-[(iodoacetyl)oxy]propyl]-8-methylindolizino[1,2-b]quinolin-9(11H)-one), N1C=NC=C1 (imidazole), Cl (HCl). Run in O (H2O). Yields the product Cl.N1(C=NC=C1)CC(=O)OC(CC)C1=C(C(N2CC=3C(=NC4=CC=CC=C4C3)C2=C1)=O)C ((±)-7-[1-[[(1-Imidazolyl)acetyl]oxy]propyl]-8-methylindolizino[1,2-b]quinolin-9(11H)-one Hydrochloride). As a reaction SMILES: I[CH2:2][C:3]([O:5][CH:6]([C:9]1[CH:25]=[C:24]2[N:12]([CH2:13][C:14]3[C:15]2=[N:16][C:17]2[C:22]([CH:23]=3)=[CH:21][CH:20]=[CH:19][CH:18]=2)[C:11](=[O:26])[C:10]=1[CH3:27])[CH2:7][CH3:8])=[O:4].[NH:28]1[CH:32]=[CH:31][N:30]=[CH:29]1.[ClH:33]>O>[ClH:33].[N:28]1([CH2:2][C:3]([O:5][CH:6]([C:9]2[CH:25]=[C:24]3[N:12]([CH2:13][C:14]4[C:15]3=[N:16][C:17]3[C:22]([CH:23]=4)=[CH:21][CH:20]=[CH:19][CH:18]=3)[C:11](=[O:26])[C:10]=2[CH3:27])[CH2:7][CH3:8])=[O:4])[CH:32]=[CH:31][N:30]=[CH:29]1 |f:4.5|. Procedure details: The title compound was prepared according to the procedure in Example 13 except using (±)-7-[1-[(iodoacetyl)oxy]propyl]-8-methylindolizino[1,2-b]quinolin-9(11H)-one and imidazole. 1H NMR (CDCl3 /MeOH-d4) d 9.17 (s, 1H), 8.60 (s, 1H), 8.34 (d, 1H), 8.04 (d, 1H), 7.95 (m, 1H), 7.75 (m, 1H), 7.61 (s, 1H), 7.51 (br s, 1H), 7.41 (br s, 1H), 5.95 (m, 1H), 5.65 (d, 1H), 5.42 (d, 1H), 5.33 (s, 2H), 2.36 (s, 3H), 2.1-1.9 (m, 2H), 1.07 (t, 3H). Anal. Calcd for C24H22N4O3.2 HCl.11/4 H2O: C, 53.68; H, 5.35;...